The task is: describe an organic reaction: reactants, conditions, products, and yield. This data is from the Open Reaction Database (ORD), a public repository of structured organic reaction records. The reactants are C[O-].[Na+] (Sodium methylate), C(#N)C1=C(C(=O)OC)C=CC=N1 (methyl 2-cyanonicotinate), ClC=1C=C(C=CC1)C=1SC=C(N1)CO (2-(3-chlorophenyl)-4-(hydroxymethyl)thiazole). Solvent: C1(=CC=CC=C1)C (toluene). The product is C(#N)C1=C(C(=O)OCC=2N=C(SC2)C2=CC(=CC=C2)Cl)C=CC=N1 ([2-(3-chlorophenyl)-4-thiazolyl]methyl 2-cyanonicotinate). The yield is 25.3%. RXN SMILES: C[O-].[Na+].[C:4]([C:6]1[N:15]=[CH:14][CH:13]=[CH:12][C:7]=1[C:8]([O:10][CH3:11])=[O:9])#[N:5].[Cl:16][C:17]1[CH:18]=[C:19]([C:23]2[S:24][CH:25]=[C:26](CO)[N:27]=2)[CH:20]=[CH:21][CH:22]=1>C1(C)C=CC=CC=1>[C:4]([C:6]1[N:15]=[CH:14][CH:13]=[CH:12][C:7]=1[C:8]([O:10][CH2:11][C:26]1[N:27]=[C:23]([C:19]2[CH:20]=[CH:21][CH:22]=[C:17]([Cl:16])[CH:18]=2)[S:24][CH:25]=1)=[O:9])#[N:5] |f:0.1|. Procedure details: Sodium methylate (0.11 g; 0.002 mole) is added to a solution of methyl 2-cyanonicotinate (3.24 g; 0.02 mole) and 2-(3-chlorophenyl)-4-(hydroxymethyl)thiazole (4.96 g; 0.022 mole) in toluene (100 cc). The methanol/toluene azeotrope is distilled off and the toluene is then evaporated off. The residue is treated with water. The precipitate formed is filtered off, washed with water and then dried. Compound 2 (1.8 g; 25% m.p. 130° C.) is obtained. Starting materials: CC1=C(NC(N1)=O)C(=O)OCC (ethyl 2,3-dihydro-5-methyl-2-oxo-1H-imidazole-4-carboxylate). Solvent: C(C)(=O)OC(C)=O (acetic anhydride). Product: C(C)(=O)N1C(N(C(=C1C)C(=O)OCC)C(C)=O)=O (ethyl 1,3-diacetyl-2,3-dihydro-5-methyl-2-oxo-1H-imidazole-4-carboxylate). As a reaction SMILES: [CH3:1][C:2]1[NH:6][C:5](=[O:7])[NH:4][C:3]=1[C:8]([O:10][CH2:11][CH3:12])=[O:9]>C(OC(=O)C)(=O)C>[C:8]([N:6]1[C:2]([CH3:1])=[C:3]([C:8]([O:10][CH2:11][CH3:12])=[O:9])[N:4]([C:11](=[O:10])[CH3:12])[C:5]1=[O:7])(=[O:9])[CH3:3]. Reported procedure: A mixture of 54.5 g of ethyl 2,3-dihydro-5-methyl-2-oxo-1H-imidazole-4-carboxylate and 240 ml of acetic anhydride is refluxed for 13 hours. The mixture is distilled to remove 150 ml of acetic anhydride and acetic acid this is replaced by fresh acetic anhydride and refulxing is resumed. After a total of 22 hours of reflux, excess acetic anhydride is evaporated under reduced pressure and the resulting residue is triturated with cyclohexane and then recrystallized from cyclohexane to give ethyl 1,3...